From a dataset of the Open Reaction Database (ORD), a public repository of structured organic reaction records. describe an organic reaction: reactants, conditions, products, and yield Starting materials: CCO, Cc1cc(Cl)n2ncc([N+](=O)[O-])c2n1, NCCO. The product is Cc1cc(NCCO)n2ncc([N+](=O)[O-])c2n1. RXN SMILES: [CH3:19][CH2:20][OH:21].[Cl:1][c:2]1[cH:3][c:4]([CH3:14])[n:5][c:6]2[n:7]1[n:8][cH:9][c:10]2[N+:11](=[O:12])[O-:13].[NH2:15][CH2:16][CH2:17][OH:18]>>[c:2]1([NH:15][CH2:16][CH2:17][OH:18])[cH:3][c:4]([CH3:14])[n:5][c:6]2[n:7]1[n:8][cH:9][c:10]2[N+:11](=[O:12])[O-:13]. Starting materials: O=C1N([C@H]2[C@@H](OC1)CC=1C=CC=CC12)CC(=O)OCC (Ethyl [(4aR,9aS)-3-oxo-2,3,9,9a-tetrahydroindeno[2,1-b][1,4]oxazin-4(4aH)-yl]acetate), [Li+].[OH-] (LiOH), Cl (HCl). Run in C1CCOC1 (THF), O (H2O). Reaction conditions: time 4 hour. Product: O=C1N([C@H]2[C@@H](OC1)CC=1C=CC=CC12)CC(=O)O ([(4aR,9aS)-3-Oxo-2,3,9,9a-tetrahydroindeno[2,1-b][1,4]oxazin-4(4aH)-yl]acetic acid). RXN SMILES: [O:1]=[C:2]1[CH2:7][O:6][C@H:5]2[CH2:8][C:9]3[CH:10]=[CH:11][CH:12]=[CH:13][C:14]=3[C@H:4]2[N:3]1[CH2:15][C:16]([O:18]CC)=[O:17].[Li+].[OH-].Cl>C1COCC1.O>[O:1]=[C:2]1[CH2:7][O:6][C@H:5]2[CH2:8][C:9]3[CH:10]=[CH:11][CH:12]=[CH:13][C:14]=3[C@H:4]2[N:3]1[CH2:15][C:16]([OH:18])=[O:17] |f:1.2|. Procedure details: To a solution of ethyl [(4aR,9aS)-3-oxo-2,3,9,9a-tetrahydroindeno[2,1-b][1,4]oxazin-4(4aH)-yl]acetate from Step C (480 mg, 1.74 mmol) in THF (7.5 mL) and H2O (2.5 mL) was added 1 N aqueous LiOH (2.1 mL, 2.09 mmol) and the resulting mixture was stirred at ambient temperature for 4 h. The mixture was adjusted to pH 4 by addition of 1 N HCl and concentrated to dryness in vacuo to give the title compound. MS: m/z=248 (M+1). Reactants: BrC1=CC(=C(C=C1)C(NC(=O)NC1=CC(=CC=C1)C(F)(F)F)C1=C(CCCC1=O)O)OC (1-((4-bromo-2-methoxyphenyl)(2-hydroxy-6-oxocyclohex-1-enyl)methyl)-3-(3-(trifluoromethyl)phenyl)urea), C(#N)C1=CC(=C(C=C1)C(NC(=O)NC1=CC(=CC=C1)C(F)(F)F)C1=C(CCCC1=O)OCC)F (1-((4-cyano-2-fluorophenyl)(2-ethoxy-6-oxocyclohex-1-enyl)methyl)-3-(3-(trifluoromethyl)phenyl)urea), C(#N)C1=CC(=C(C=C1)C(NC(=O)NC1=CC(=CC=C1)C(F)(F)F)C1=C(CCCC1=O)OCC)F (1-((4-cyano-2-fluorophenyl)(2-ethoxy-6-oxocyclohex-1-enyl)methyl)-3-(3-(trifluoromethyl)phenyl)urea), ( Z011_S03 ), BrC1=CC(=C(C=C1)C(NC(=O)NC1=CC(=CC=C1)C(F)(F)F)C1=C(CCCC1=O)O)OC (1-((4-bromo-2-methoxyphenyl)(2-hydroxy-6-oxocyclohex-1-enyl)methyl)-3-(3-(trifluoromethyl)phenyl)urea). The product is BrC1=CC(=C(C=C1)C(NC(=O)NC1=CC(=CC=C1)C(F)(F)F)C1=C(CCCC1=O)OCC)OC (1-((4-Bromo-2-methoxyphenyl)(2-ethoxy-6-oxocyclohex-1-enyl)methyl)-3-(3-(tri-fluoromethyl)phenyl)urea). RXN SMILES: [C:1]([C:3]1C=CC(C(C2C(=O)CCCC=2OCC)NC(NC2C=CC=C(C(F)(F)F)C=2)=O)=C(F)C=1)#N.[Br:35][C:36]1[CH:41]=[CH:40][C:39]([CH:42]([C:57]2[C:62](=[O:63])[CH2:61][CH2:60][CH2:59][C:58]=2[OH:64])[NH:43][C:44]([NH:46][C:47]2[CH:52]=[CH:51][CH:50]=[C:49]([C:53]([F:56])([F:55])[F:54])[CH:48]=2)=[O:45])=[C:38]([O:65][CH3:66])[CH:37]=1>>[Br:35][C:36]1[CH:41]=[CH:40][C:39]([CH:42]([C:57]2[C:58](=[O:64])[CH2:59][CH2:60][CH2:61][C:62]=2[O:63][CH2:1][CH3:3])[NH:43][C:44]([NH:46][C:47]2[CH:52]=[CH:51][CH:50]=[C:49]([C:53]([F:55])([F:54])[F:56])[CH:48]=2)=[O:45])=[C:38]([O:65][CH3:66])[CH:37]=1. Reported procedure: The title compound is prepared in analogy to 1-((4-cyano-2-fluorophenyl)(2-ethoxy-6-oxocyclohex-1-enyl)methyl)-3-(3-(trifluoromethyl)phenyl)urea (intermediate 41) using ici 1-((4-bromo-2-methoxyphenyl)(2-hydroxy-6-oxocyclohex-1-enyl)methyl)-3-(3-(trifluoromethyl)phenyl)urea (intermediate 48, 900 mg, 1.75 mmol) as starting material. Yield: 910 mg; ESI mass spectrum [(79Br)-M+H]+=541, [(81Br)-M+H]+=543; Retention time HPLC: 0.92 min (Z011_S03). Reactants: CC12CCC3C(CC(Br)C4(Br)CC(OC(=O)C(F)(F)F)CCC34C)C1CCC2=O, O=C([O-])C(F)(F)F, FOC(F)(F)F, FC(Cl)(Cl)Cl, [Na+], O=[N+]([O-])c1ccccc1. The product is CC12CCC3C(CC(Br)C4(Br)CC(OC(=O)C(F)(F)F)CCC34C)C1(F)CCC2=O. As a reaction SMILES: [Br:1][C:2]12[CH:3]([Br:29])[CH2:4][CH:5]3[CH:6]4[CH2:7][CH2:8][C:9](=[O:28])[C:10]4([CH3:11])[CH2:12][CH2:13][CH:14]3[C:15]1([CH3:27])[CH2:16][CH2:17][CH:18]([O:20][C:21]([C:22]([F:23])([F:24])[F:25])=[O:26])[CH2:19]2.[F:39][C:40]([F:41])([F:42])[C:43]([O-:44])=[O:45].[F:47][O:48][C:49]([F:50])([F:51])[F:52].[F:53][C:54]([Cl:55])([Cl:56])[Cl:57].[Na+:46].[O-:30][N+:31]([c:32]1[cH:33][cH:34][cH:35][cH:36][cH:37]1)=[O:38]>>[Br:1][C:2]12[CH:3]([Br:29])[CH2:4][CH:5]3[C:6]4([F:39])[CH2:7][CH2:8][C:9](=[O:28])[C:10]4([CH3:11])[CH2:12][CH2:13][CH:14]3[C:15]1([CH3:27])[CH2:16][CH2:17][CH:18]([O:20][C:21]([C:22]([F:23])([F:24])[F:25])=[O:26])[CH2:19]2. Starting materials: FC1=CC=C(C(NCC(=O)O)=O)C=C1 (4-fluoro-hippuric acid), FC1=CC=C(C=C1)C(C1=CC=CC=C1)N (rac-C-(4-fluoro-phenyl)-C-phenyl-methylamine). The product is FC1=CC=C(C(=O)NCC(NC(C2=CC=CC=C2)C2=CC=C(C=C2)F)=O)C=C1 (rac-4-Fluoro-N-({[(4-fluoro-phenyl)-phenyl-methyl]-carbamoyl}-methyl)-benzamide). Reaction SMILES: [F:1][C:2]1[CH:14]=[CH:13][C:5]([C:6](=[O:12])[NH:7][CH2:8][C:9]([OH:11])=O)=[CH:4][CH:3]=1.[F:15][C:16]1[CH:21]=[CH:20][C:19]([CH:22]([NH2:29])[C:23]2[CH:28]=[CH:27][CH:26]=[CH:25][CH:24]=2)=[CH:18][CH:17]=1>>[F:1][C:2]1[CH:3]=[CH:4][C:5]([C:6]([NH:7][CH2:8][C:9](=[O:11])[NH:29][CH:22]([C:19]2[CH:18]=[CH:17][C:16]([F:15])=[CH:21][CH:20]=2)[C:23]2[CH:24]=[CH:25][CH:26]=[CH:27][CH:28]=2)=[O:12])=[CH:13][CH:14]=1. Procedure details: Prepared in analogy to example 1.1 from 4-fluoro-hippuric acid (CA [366-79-0]) and rac-C-(4-fluoro-phenyl)-C-phenyl-methylamine (CA [55095-26-6]). Starting materials: N1N=CN=C1 (1,2,4-triazole), C([O-])([O-])=O.[K+].[K+] (potassium carbonate), CN(CCC1=CC=CC=C1)C1CCN(CC1)C(C1=CN=C(C=C1)Cl)=O (4-[N-methyl-N-(2-phenylethyl)amino]-1-(6-chloronicotinoyl)piperidine). Run in CS(=O)C (dimethyl sulfoxide). Reaction conditions: temperature 100 celsius, time 4 hour. Yields the product CN(CCC1=CC=CC=C1)C1CCN(CC1)C(C1=CN=C(C=C1)N1N=CN=C1)=O (4-[N-methyl-N-(2-phenylethyl)amino]-1-[6-(1,2,4-triazol-1-yl)nicotinoyl]piperidine). Isolated yield 15.1%. As a reaction SMILES: [NH:1]1[CH:5]=[N:4][CH:3]=[N:2]1.C(=O)([O-])[O-].[K+].[K+].[CH3:12][N:13]([CH:22]1[CH2:27][CH2:26][N:25]([C:28](=[O:36])[C:29]2[CH:34]=[CH:33][C:32](Cl)=[N:31][CH:30]=2)[CH2:24][CH2:23]1)[CH2:14][CH2:15][C:16]1[CH:21]=[CH:20][CH:19]=[CH:18][CH:17]=1>CS(C)=O>[CH3:12][N:13]([CH:22]1[CH2:27][CH2:26][N:25]([C:28](=[O:36])[C:29]2[CH:34]=[CH:33][C:32]([N:1]3[CH:5]=[N:4][CH:3]=[N:2]3)=[N:31][CH:30]=2)[CH2:24][CH2:23]1)[CH2:14][CH2:15][C:16]1[CH:21]=[CH:20][CH:19]=[CH:18][CH:17]=1 |f:1.2.3|. Procedure: 1.16 g of 1,2,4-triazole and 1.16 g of potassium carbonate were added to a solution of 2.00 g of 4-[N-methyl-N-(2-phenylethyl)amino]-1-(6-chloronicotinoyl)piperidine in 10 ml of dimethyl sulfoxide. The container inside was purged with nitrogen and the container contents were stirred at 100° C. for 4 hours. The reaction mixture was cooled and water was added thereto. The mixture was extracted with ethyl acetate. The extract was washed with a saturated aqueous sodium chloride solution, dried with ... Starting materials: CC1=C(C#N)C=CC(=C1)OC(F)(F)F (2-Methyl-4-trifluoromethoxy-benzonitrile), BrN1C(CCC1=O)=O (N-bromosuccinimide), N(=NC(C#N)(C)C)C(C#N)(C)C (2,2′-azobisisobutyronitrile). Solvent: C(Cl)(Cl)(Cl)Cl (carbon tetrachloride). The product is BrCC1=C(C#N)C=CC(=C1)OC(F)(F)F (2-Bromomethyl-4-trifluoromethoxy-benzonitrile). Yield: 70.0%. Reaction SMILES: [CH3:1][C:2]1[CH:9]=[C:8]([O:10][C:11]([F:14])([F:13])[F:12])[CH:7]=[CH:6][C:3]=1[C:4]#[N:5].[Br:15]N1C(=O)CCC1=O.N(C(C)(C)C#N)=NC(C)(C)C#N>C(Cl)(Cl)(Cl)Cl>[Br:15][CH2:1][C:2]1[CH:9]=[C:8]([O:10][C:11]([F:12])([F:13])[F:14])[CH:7]=[CH:6][C:3]=1[C:4]#[N:5]. Procedure details: To a solution of 2-methyl-4-trifluoromethoxy-benzonitrile 15 (1.3 g, 6.5 mmol) in carbon tetrachloride (25 mL) was added N-bromosuccinimide (1.7 g, 9.7 mmol) and 2,2′-azobisisobutyronitrile (cat.). The reaction mixture was refluxed 6 hrs, filtered, concentrated, and partitioned between ether and water. The ether layer was dried, concentrated, and purified by silica gel chromatography (10% ether/hexanes) to yield a clear oil (70%). 1H NMR (400 MHz,CDCl3) δ7.73 (d, J=8.4 Hz, 1 H, Ar), 7.41 (s, 1 H... Reactants: C1CCOC1, C[Si](C)(C)C#Cc1ccc2cc(O)ccc2c1, CO, CCOC(C)=O, [K+], [K+], O=C([O-])[O-]. The product is C#Cc1ccc2cc(O)ccc2c1. RXN SMILES: [CH2:26]1[O:27][CH2:28][CH2:29][CH2:30]1.[CH3:1][Si:2]([CH3:3])([CH3:4])[C:5]#[C:6][c:7]1[cH:8][c:9]2[cH:10][cH:11][c:12]([OH:17])[cH:13][c:14]2[cH:15][cH:16]1.[CH3:24][OH:25].[CH3:31][CH2:32][O:33][C:34](=[O:35])[CH3:36].[K+:18].[K+:19].[O-:20][C:21]([O-:22])=[O:23]>>[CH:5]#[C:6][c:7]1[cH:8][c:9]2[cH:10][cH:11][c:12]([OH:17])[cH:13][c:14]2[cH:15][cH:16]1. Reactants: OC1=CC(OC(=C1)C)=O (4-hydroxy-6-methyl-2-pyrone), [N+](=O)([O-])C1=CC=C(C=C1)CC(=O)O (4-Nitrophenylacetic acid), C1(CCCCC1)N=C=NC1CCCCC1 (dicyclohexylcarbodiimide), CC1CC(CC(O1)=O)=O (6-methyl-dihydro-2,4-pyrandione). The reagents and catalysts are CN(C1=CC=NC=C1)C (4-dimethylaminopyridine), CN(C1=CC=NC=C1)C (4-dimethylaminopyridine). Run in ClCCl (dichloromethane). Reaction conditions: time 1 hour. The product is OC1=C(C(OC(C1)C)=O)C(CC1=CC=C(C=C1)[N+](=O)[O-])=O (4-hydroxy-6-methyl-3-(4-nitrophenylacetyl)-5,6-dihydro-2-pyrone). Yield: 54.9%. Reaction SMILES: [N+:1]([C:4]1[CH:9]=[CH:8][C:7]([CH2:10][C:11]([OH:13])=O)=[CH:6][CH:5]=1)([O-:3])=[O:2].C1(N=C=NC2CCCCC2)CCCCC1.[CH3:29][CH:30]1[O:35][C:34](=[O:36])[CH2:33][C:32](=[O:37])[CH2:31]1.OC1C=C(C)OC(=O)C=1>CN(C)C1C=CN=CC=1.ClCCl>[OH:37][C:32]1[CH2:31][CH:30]([CH3:29])[O:35][C:34](=[O:36])[C:33]=1[C:11](=[O:13])[CH2:10][C:7]1[CH:6]=[CH:5][C:4]([N+:1]([O-:3])=[O:2])=[CH:9][CH:8]=1. Procedure: 4-Nitrophenylacetic acid (6.7 g, 37 mmol) and then dicyclohexylcarbodiimide (8.0 g, 39 mmol) were added, at room temperature, to a dichloromethane (100 ml) suspension of 6-methyl-dihydro-2,4-pyrandione (4.73 g, 36.9 mmol) which was synthesized by the hydrogenation of 4-hydroxy-6-methyl-2-pyrone, after which 4-dimethylaminopyridine (0.23 g, 1.9 mmol) was added and stirring carried out for 1 hour and then further 4-dimethylaminopyridine (0.46 g, 3.8 mmol) added and stirring carried out for 23 hour...